The task is: describe an organic reaction: reactants, conditions, products, and yield. This data is from the Open Reaction Database (ORD), a public repository of structured organic reaction records. Reactants: COc1ccc(Br)cc1F, C1CCOC1, CC(C)[N-]C(C)C, [Li+], CN(C)C=O, O. Product: COc1ccc(Br)c(C=O)c1F. As a reaction SMILES: [Br:9][c:10]1[cH:11][c:12]([F:18])[c:13]([O:16][CH3:17])[cH:14][cH:15]1.[CH2:25]1[O:26][CH2:27][CH2:28][CH2:29]1.[CH3:2][CH:3]([N-:4][CH:5]([CH3:6])[CH3:7])[CH3:8].[Li+:1].[O:19]=[CH:20][N:21]([CH3:22])[CH3:23].[OH2:24]>>[Br:9][c:10]1[c:11]([CH:20]=[O:19])[c:12]([F:18])[c:13]([O:16][CH3:17])[cH:14][cH:15]1. The yield is 79.0%. The reactants are C(C)C1=CC=C2C(C(NC2=C1)=O)=O (6-ethyl-1H-indole-2,3-dione), C1=CC(=CC=C1NN)S(=O)(=O)N.Cl (4-sulfonamidophenylhydrazine hydrochloride). Procedure: The title compound was prepared from 6-ethyl-1H-indole-2,3-dione (Krantz and Young, 1989, U.S. Pat. No. 4,873,232) and 4-sulfonamidophenylhydrazine hydrochloride according to Procedure G in 79% yield: 1H NMR (DMSO-d6): δ1.16 (t, J=7.5 Hz, 3H), 2.60 (q, J=7.5 Hz, 2H), 6.74 (s, 1H), 6.89 (d, J=7.5 Hz, 1H), 7.22 (s, 2H), 7.46 (d, J=7.5 Hz, 1H), 7.50 (d, J=8.7 Hz, 1H), 7.75 (d, J=8.7 Hz, 2H), 11.02 (s, 1H), 12.70 (s, 1H); APCI−MS m/z 343 (M−H)−. Anal. Calcd for C16H16N4O3S.0.32 H2O: C, 54.88, H, 4.7... The solvent is O (H2O). As a reaction SMILES: [CH2:1]([C:3]1[CH:11]=[C:10]2[C:6]([C:7](=O)[C:8](=[O:12])[NH:9]2)=[CH:5][CH:4]=1)[CH3:2].[CH:14]1[C:19]([NH:20][NH2:21])=[CH:18][CH:17]=[C:16]([S:22]([NH2:25])(=[O:24])=[O:23])[CH:15]=1.Cl>O>[CH2:1]([C:3]1[CH:11]=[C:10]2[C:6]([C:7](=[N:21][NH:20][C:19]3[CH:18]=[CH:17][C:16]([S:22]([NH2:25])(=[O:23])=[O:24])=[CH:15][CH:14]=3)[C:8](=[O:12])[NH:9]2)=[CH:5][CH:4]=1)[CH3:2] |f:1.2|. Product: C(C)C1=CC=C2C(C(NC2=C1)=O)=NNC1=CC=C(C=C1)S(=O)(=O)N (4-[N′-(6-Ethyl-2-oxo-1,2-dihydro-indol-3-ylidene)-hydrazino]-benzenesulfonamide). The reactants are C(C)C1=CC=C(N)C=C1 (4-ethylaniline), Cl (hydrochloric acid), C(C)(=O)OC(C)=O (acetic anhydride), C(C)(=O)[O-].[Na+] (sodium acetate). Run in O (water), O (water). Run at time 8 hour. Product: CCC1=CC=C(C=C1)NC(=O)C (4-Ethylacetanilide). The yield is 45.7%. As a reaction SMILES: [CH2:1]([C:3]1[CH:9]=[CH:8][C:6]([NH2:7])=[CH:5][CH:4]=1)[CH3:2].Cl.[C:11](OC(=O)C)(=[O:13])[CH3:12].C([O-])(=O)C.[Na+]>O>[CH3:2][CH2:1][C:3]1[CH:9]=[CH:8][C:6]([NH:7][C:11]([CH3:12])=[O:13])=[CH:5][CH:4]=1 |f:3.4|. Procedure: Into a 10-liter reaction flask were introduced 243.8 g (2.01 mol) of 4-ethylaniline, 2 liters of water, 230 g of concentrated hydrochloric acid, and 250 g of acetic anhydride. A solution prepared by dissolving 200 g of sodium acetate in 800 ml of water was added dropwise thereto at 10 to 20° C. This mixture was stirred overnight at room temperature, and the resultant precipitate was taken out by filtration. The crystals were washed with water and recrystallized from methanol (200 ml) to obtain 1... The reactants are CO, CCOC(C)=O, [Cl-], [Cl-], Cl, N=C(N)NCCCC(N)C(=O)OC(=O)CCCCCCC1C(O)CC(O)C1CCC(O)CSc1ccccc1F, [NH4+], [Na+], O. Yields the product O=C(O)CCCCCCC1C(O)CC(O)C1CCC(O)CSc1ccccc1F. RXN SMILES: [CH3:46][OH:47].[CH3:49][CH2:50][O:51][C:52](=[O:53])[CH3:54].[Cl-:41].[Cl-:45].[ClH:43].[F:1][c:2]1[c:3]([S:8][CH2:9][CH:10]([CH2:11][CH2:12][CH:13]2[CH:14]([CH2:20][CH2:21][CH2:22][CH2:23][CH2:24][CH2:25][C:26](=[O:27])[O:28][C:29](=[O:30])[CH:31]([CH2:32][CH2:33][CH2:34][NH:35][C:36](=[NH:37])[NH2:38])[NH2:39])[CH:15]([OH:19])[CH2:16][CH:17]2[OH:18])[OH:40])[cH:4][cH:5][cH:6][cH:7]1.[NH4+:42].[Na+:44].[OH2:48]>>[F:1][c:2]1[c:3]([S:8][CH2:9][CH:10]([CH2:11][CH2:12][CH:13]2[CH:14]([CH2:20][CH2:21][CH2:22][CH2:23][CH2:24][CH2:25][C:26](=[O:27])[OH:28])[CH:15]([OH:19])[CH2:16][CH:17]2[OH:18])[OH:40])[cH:4][cH:5][cH:6][cH:7]1. Product: C1(CCCC1)N1CCN(CC1)CC1CC(N(C1)C1=CC=C(C=C1)OCCCN1C(CCC1)C)=O (4-[(4-cyclopentylpiperazin-1-yl)methyl]-1-{4-[3-(2-methylpyrrolidin-1-yl)propoxy]phenyl}pyrrolidin-2-one). Solvent: C(C)#N (acetonitrile). Reported procedure: A mixture of 4-(chloromethyl)-1-{4-[3-(2-methylpyrrolidin-1-yl)propoxy]phenyl}pyrrolidin-2-one a56 (0.26 g, 0.74 mmol, 1 eq), potassium carbonate (0.4 g, 2.96 mmol, 4 eq), 1-cyclopentylpiperazine a58 (0.34 g, 2.22 mmol, 3 eq) and a catalytic amount of sodium iodide in acetonitrile (20 ml) is stirred at reflux for 4 days. Potassium carbonate is filtered and the mixture is concentrated under vacuum, then the residue is dissolved in ethyl acetate, and washed twice with a saturated solution of aqueo... Reaction SMILES: Cl[CH2:2][CH:3]1[CH2:7][N:6]([C:8]2[CH:13]=[CH:12][C:11]([O:14][CH2:15][CH2:16][CH2:17][N:18]3[CH2:22][CH2:21][CH2:20][CH:19]3[CH3:23])=[CH:10][CH:9]=2)[C:5](=[O:24])[CH2:4]1.C(=O)([O-])[O-].[K+].[K+].[CH:31]1([N:36]2[CH2:41][CH2:40][NH:39][CH2:38][CH2:37]2)[CH2:35][CH2:34][CH2:33][CH2:32]1.[I-].[Na+]>C(#N)C>[CH:31]1([N:36]2[CH2:37][CH2:38][N:39]([CH2:2][CH:3]3[CH2:7][N:6]([C:8]4[CH:13]=[CH:12][C:11]([O:14][CH2:15][CH2:16][CH2:17][N:18]5[CH2:22][CH2:21][CH2:20][CH:19]5[CH3:23])=[CH:10][CH:9]=4)[C:5](=[O:24])[CH2:4]3)[CH2:40][CH2:41]2)[CH2:32][CH2:33][CH2:34][CH2:35]1 |f:1.2.3,5.6|. Yield: 15.0%. The reactants are ClCC1CC(N(C1)C1=CC=C(C=C1)OCCCN1C(CCC1)C)=O (4-(chloromethyl)-1-{4-[3-(2-methylpyrrolidin-1-yl)propoxy]phenyl}pyrrolidin-2-one), C([O-])([O-])=O.[K+].[K+] (potassium carbonate), C1(CCCC1)N1CCNCC1 (1-cyclopentylpiperazine), [I-].[Na+] (sodium iodide). Reactants: ice water, N1=CC=CC=C1 (Pyridine), Cl (hydrochloride), [N+](=O)([O-])C1=C(C(=CC(=C1O)OC)[N+](=O)[O-])CCC(=O)O (3-(2,6-Dinitro-3-hydroxy-4-methoxyphenyl)propanoic acid). Run in O (water). Conditions: temperature 150 celsius. Yields the product OC=1C(=C(C(=CC1O)[N+](=O)[O-])CCC(=O)O)[N+](=O)[O-] (3-(3,4-DIHYDROXY-2,6-DINITROPHENYL)PROPANOIC ACID). Reaction SMILES: N1C=CC=CC=1.Cl.[N+:8]([C:11]1[C:16]([OH:17])=[C:15]([O:18]C)[CH:14]=[C:13]([N+:20]([O-:22])=[O:21])[C:12]=1[CH2:23][CH2:24][C:25]([OH:27])=[O:26])([O-:10])=[O:9]>O>[OH:17][C:16]1[C:11]([N+:8]([O-:10])=[O:9])=[C:12]([CH2:23][CH2:24][C:25]([OH:27])=[O:26])[C:13]([N+:20]([O-:22])=[O:21])=[CH:14][C:15]=1[OH:18]. Reported procedure: Pyridine (16 ml) and concentrated hydrochloride acid (16.6 ml) were heated at 150° C. until the evaporation of water was ceased. 3-(2,6-Dinitro-3-hydroxy-4-methoxyphenyl)propanoic acid (2.3 g) was added and the resulting mixture heated at reflux for two minutes. The product mixture was cooled to about 150° C. and poured to ice water. The mixture was extracted with ethyl acetate and the product finally recrystallized from acetic acid. Yield: 0.93 g, melting point 165-166° C. NMR-data identical to... Starting materials: BrC=1C=CC(=NC1)N1CCC(CC1)CCO (2-(5′-bromo-3,4,5,6-tetrahydro-2H-[1,2′]bipyridinyl-4-yl)ethanol), FC1=CC=C(C=C1)B(O)O (4-fluorophenylboronic acid), C([O-])([O-])=O.[K+].[K+] (potassium carbonate). The reagents and catalysts are CC(=O)[O-].CC(=O)[O-].[Pd+2] (Pd(OAc)2), [Br-].C(CCC)[N+](CCCC)(CCCC)CCCC (tetrabutylammonium bromide). Solvent: O (water). The product is FC1=CC=C(C=C1)C=1C=CC(=NC1)N1CCC(CC1)CCO (2-[5′-(4-Fluorophenyl)-3,4,5,6-tetrahydro-2H-[1,2′]bipyridinyl-4-yl]ethanol). As a reaction SMILES: Br[C:2]1[CH:3]=[CH:4][C:5]([N:8]2[CH2:13][CH2:12][CH:11]([CH2:14][CH2:15][OH:16])[CH2:10][CH2:9]2)=[N:6][CH:7]=1.[F:17][C:18]1[CH:23]=[CH:22][C:21](B(O)O)=[CH:20][CH:19]=1.C(=O)([O-])[O-].[K+].[K+]>[Br-].C([N+](CCCC)(CCCC)CCCC)CCC.CC([O-])=O.CC([O-])=O.[Pd+2].O>[F:17][C:18]1[CH:23]=[CH:22][C:21]([C:2]2[CH:3]=[CH:4][C:5]([N:8]3[CH2:13][CH2:12][CH:11]([CH2:14][CH2:15][OH:16])[CH2:10][CH2:9]3)=[N:6][CH:7]=2)=[CH:20][CH:19]=1 |f:2.3.4,5.6,7.8.9|. Reported procedure: Under an inert atmosphere, 3.60 g (12.62 mmol) of 2-(5′-bromo-3,4,5,6-tetrahydro-2H-[1,2′]bipyridinyl-4-yl)ethanol, prepared in step 1.1., 3.53 g (25.25 mmol) of 4-fluorophenylboronic acid, 5.23 g (37.87 mmol) of potassium carbonate and 4.88 g (15.15 mmol) of tetrabutylammonium bromide in suspension are introduced into 20 mL of water. 0.142 g (0.63 mmol) of Pd(OAc)2 is then added. The reaction mixture is refluxed for 24 hours.